Dataset: the Open Reaction Database (ORD), a public repository of structured organic reaction records. Task: describe an organic reaction: reactants, conditions, products, and yield Starting materials: C(C)OC(C1=CC=C(C=C1)\C=C\COC1=CC=C(C=C1)C)OCC (1-(diethoxymethyl)-4-[(E)-3-(4-methylphenoxy)prop-1-en-1-yl]benzene), Cl (HCl), [OH-].[Na+] (NaOH). The solvent is C1CCOC1 (THF). Reaction conditions: time 0.5 hour. Product: CC1=CC=C(OC/C=C/C2=CC=C(C=O)C=C2)C=C1 (4-[(E)-3-(4-methylphenoxy)prop-1-en-1-yl]benzaldehyde). The yield is 96.0%. As a reaction SMILES: C([O:3][CH:4](OCC)[C:5]1[CH:10]=[CH:9][C:8](/[CH:11]=[CH:12]/[CH2:13][O:14][C:15]2[CH:20]=[CH:19][C:18]([CH3:21])=[CH:17][CH:16]=2)=[CH:7][CH:6]=1)C.Cl.[OH-].[Na+]>C1COCC1>[CH3:21][C:18]1[CH:17]=[CH:16][C:15]([O:14][CH2:13]/[CH:12]=[CH:11]/[C:8]2[CH:7]=[CH:6][C:5]([CH:4]=[O:3])=[CH:10][CH:9]=2)=[CH:20][CH:19]=1 |f:2.3|. Reported procedure: To a solution of 1-(diethoxymethyl)-4-[(E)-3-(4-methylphenoxy)prop-1-en-1-yl]benzene (1.270 g) in THF (20 mL) was added 6 M HCl (4 mL) at room temperature. The mixture was stirred at room temperature for 0.5 hour. To the mixture was added 5 M NaOH (4 mL), and the mixture was evaporated under reduced pressure. To the residue was added saturated aqueous NaHCO3, and the mixture was extracted with AcOEt. The organic layer was washed with saturated aqueous NaCl, dried over anhydrous Na2SO4, and conce... The reactants are COC1=CC=C(CNC=2SC=CN2)C=C1 (N-(4-methoxybenzyl)thiazol-2-amine), COC1=C(C=CC(=C1)C(F)(F)F)C1=CC=NC2=CC(=NC=C12)S(=O)(=O)Cl (4-(2-methoxy-4-(trifluoromethyl)phenyl)-1,6-naphthyridine-7-sulfonyl chloride), [Li+].C[Si](C)(C)[N-][Si](C)(C)C (LHMDS). The solvent is C1CCOC1 (THF), C1CCOC1 (THF). Reaction conditions: temperature -78 celsius, time 10 minute. Yields the product COC1=C(C=CC(=C1)C(F)(F)F)C1=CC=NC2=CC(=NC=C12)S(=O)(=O)NC=1SC=CN1 (4-(2-methoxy-4-(trifluoromethyl)phenyl)-N-(thiazol-2-yl)-1,6-naphthyridine-7-sulfonamide). Isolated yield 19.4%. RXN SMILES: COC1C=CC(C[NH:8][C:9]2[S:10][CH:11]=[CH:12][N:13]=2)=CC=1.[Li+].C[Si]([N-][Si](C)(C)C)(C)C.[CH3:26][O:27][C:28]1[CH:33]=[C:32]([C:34]([F:37])([F:36])[F:35])[CH:31]=[CH:30][C:29]=1[C:38]1[C:47]2[C:42](=[CH:43][C:44]([S:48](Cl)(=[O:50])=[O:49])=[N:45][CH:46]=2)[N:41]=[CH:40][CH:39]=1>C1COCC1>[CH3:26][O:27][C:28]1[CH:33]=[C:32]([C:34]([F:37])([F:36])[F:35])[CH:31]=[CH:30][C:29]=1[C:38]1[C:47]2[C:42](=[CH:43][C:44]([S:48]([NH:8][C:9]3[S:10][CH:11]=[CH:12][N:13]=3)(=[O:50])=[O:49])=[N:45][CH:46]=2)[N:41]=[CH:40][CH:39]=1 |f:1.2|. Reported procedure: A round-bottom flask was charged with N-(4-methoxybenzyl)thiazol-2-amine (0.048 g, 0.218 mmol) and THF (1.00 mL), and the vessel was cooled to −78° C. for 15 minutes. LHMDS (1.0 M in THF) (0.238 ml, 0.238 mmol) was then added drop wise over 1 minute. The reaction was stirred for 10 minutes, and then a solution of 4-(2-methoxy-4-(trifluoromethyl)phenyl)-1,6-naphthyridine-7-sulfonyl chloride (0.080 g, 0.199 mmol) in THF (1.00 mL) was added drop wise. The bath was removed, and the resulting mixture...